Dataset: the Open Reaction Database (ORD), a public repository of structured organic reaction records. Task: describe an organic reaction: reactants, conditions, products, and yield Starting materials: [Cl-].C[SiH](C)C (trimethylsilane chloride), ClC1=NC=NC(=C1)Cl (4,6-dichloropyrimidine), dichlorobistriphenylphosphine palladium, O (water), FC=1C=C(CBr)C=CC1 (3-fluorobenzyl bromide), solution I, solution I. The reagents and catalysts are [Zn] (zinc), BrC(C)Br (dibromoethane). Solvent: O1CCCC1 (tetrahydrofuran), O1CCCC1 (tetrahydrofuran), O1CCCC1 (tetrahydrofuran). Run at time 20 minute. Product: ClC1=NC=NC(=C1)CC1=CC(=CC=C1)F (4-chloro-6-(3-fluorobenzyl)pyrimidine). Yield: 35.1%. Reaction SMILES: [Cl-].C[SiH](C)C.[F:6][C:7]1[CH:8]=[C:9]([CH:12]=[CH:13][CH:14]=1)[CH2:10]Br.[Cl:15][C:16]1[CH:21]=[C:20](Cl)[N:19]=[CH:18][N:17]=1.O>O1CCCC1.BrC(Br)C.[Zn]>[Cl:15][C:16]1[CH:21]=[C:20]([CH2:10][C:9]2[CH:12]=[CH:13][CH:14]=[C:7]([F:6])[CH:8]=2)[N:19]=[CH:18][N:17]=1 |f:0.1|. Procedure details: In 10 ml of tetrahydrofuran was suspended 1.3 g of zinc (powder), to which dibromoethane (2 drops) was added. The mixture was heated under reflux for 5 minutes, to which trimethylsilane chloride was added. The mixture was further heated under reflux for 5 minutes, to which a solution of 1.5 g of 3-fluorobenzyl bromide dissolved in 20 ml of tetrahydrofuran was slowly added with heating under reflux, followed by stirring for 20 minutes. (The solution thus obtained is referred to as solution I). In... The reactants are [OH-].[Na+] (sodium hydroxide), [N+](=O)([O-])C=1C=C(C=C(C=O)Cl)C=CC1[N+](=O)[O-] (3,4-dinitro-α-chlorocinnamaldehyde), S(O)(O)(=O)=O (sulfuric acid). Solvent: O1CCOCC1 (dioxane). Conditions: time 5 minute. Product: [N+](=O)([O-])C=1C=C(C=CC1[N+](=O)[O-])C#C (3,4-dinitroethynyl benzene). Isolated yield 40.3%. RXN SMILES: [OH-].[Na+].[N+:3]([C:6]1[CH:7]=[C:8]([CH:14]=[CH:15][C:16]=1[N+:17]([O-:19])=[O:18])[CH:9]=[C:10](Cl)C=O)([O-:5])=[O:4].S(=O)(=O)(O)O>O1CCOCC1>[N+:3]([C:6]1[CH:7]=[C:8]([C:9]#[CH:10])[CH:14]=[CH:15][C:16]=1[N+:17]([O-:19])=[O:18])([O-:5])=[O:4] |f:0.1|. Procedure: To 50 ml of a rapidly stirred 0.5 m sodium hydroxide solution maintained at 60°C was rapidly added a solution containing 4.0 g (15.5 mmoles) of 3,4-dinitro-α-chlorocinnamaldehyde dissolved in 10 ml of dioxane. The mixture was stirred for 5 minutes, at which time the solution was cooled and neutralized with 1N sulfuric acid. The reaction mixture was extracted into methylene chloride, and the combined extracts washed with several portions of water. The methylene chloride solution was reduced in vo... Reactants: CC1([C@H]2[C@H](C3=C(O1)C=C(C=C3OCCCC(=O)O)CCCCC)C=C(CC2)C)C ((6aR,10aR)-4-[(6a,7,8,10a-Tetrahydro-6,6,9-trimethyl-3-pentyl-6H-dibenzo[b,d]pyran-1-yl)oxy]butanoic acid), [OH-].C[N+](C)(C)C (tetramethyl ammonium hydroxide), CCCCN(CCCC)C(=S)SC(=S)N(CCCC)CCCC (Pentex), above solution, final solution, final solution, solution, Cl.C(C)N=C=NCCCN(C)C (1-ethyl-3-(3-dimethylaminopropyl)carbodiimide HCl), above solution. Run in O (water), O (water), [Al] (aluminum), CN(C=O)C (N,N-dimethyl formamide), O (water), CN(C=O)C (DMF), O (water). Reaction conditions: time 24 hour. Product: CCCCCC1=CC2=C([C@@H]3C=C(CC[C@H]3C(O2)(C)C)C)C(=C1)O (tetrahydrocannabinol). Reaction SMILES: [CH3:1][C:2]1([CH3:29])[O:7][C:6]2[CH:8]=[C:9]([CH2:19][CH2:20][CH2:21][CH2:22][CH3:23])[CH:10]=[C:11]([O:12]CCCC(O)=O)[C:5]=2[C@@H:4]2[CH:24]=[C:25]([CH3:28])[CH2:26][CH2:27][C@@H:3]12.[OH-].C[N+](C)(C)C.CCCCN(C(SC(N(CCCC)CCCC)=S)=S)CCCC.Cl.C(N=C=NCCCN(C)C)C>O.CN(C)C=O.[Al]>[CH3:23][CH2:22][CH2:21][CH2:20][CH2:19][C:9]1[CH:10]=[C:11]([OH:12])[C:5]2[C@H:4]3[C@H:3]([C:2]([CH3:1])([CH3:29])[O:7][C:6]=2[CH:8]=1)[CH2:27][CH2:26][C:25]([CH3:28])=[CH:24]3 |f:1.2,4.5|. Procedure details: A 1.25 ml aliquot of a stock solution (1.009 g of (6aR,10aR)-4-[(6a,7,8,10a-Tetrahydro-6,6,9-trimethyl-3-pentyl-6H-dibenzo[b,d]pyran-1-yl)oxy]butanoic acid and 1.00 ml of 25% aqueous tetramethyl ammonium hydroxide diluted to 10 ml with water) was mixed with 8.75 ml of N,N-dimethyl formamide (DMF, Fisher, Lot 761531) to give a final volume of 10 ml with a concentration of 12.6 mg/ml. Two hundred fifty mg of Bovine Serum Albumin (BSA-Pentex-Miles Labs. Lot 260) was dissolved in 25.0 ml of distille... Run in C(C)(=O)OCC (ethyl acetate), O1CCOCC1 (dioxane). Conditions: time 9 day. As a reaction SMILES: [CH3:1][S:2]([N:5]1[C:13]2[C:8](=[CH:9][CH:10]=[C:11]([CH2:14]Br)[CH:12]=2)[CH:7]=[CH:6]1)(=[O:4])=[O:3].O.[C-:17]#[N:18].[Na+]>O1CCOCC1.C(OCC)(=O)C>[CH3:1][S:2]([N:5]1[C:13]2[C:8](=[CH:9][CH:10]=[C:11]([CH2:14][C:17]#[N:18])[CH:12]=2)[CH:7]=[CH:6]1)(=[O:4])=[O:3] |f:2.3|. Procedure details: N-methanesulfonyl-6-bromomethylindole (280 mg, 0.97 mmol, from above) was dissolved in 1 ml of dioxane. Water (1 mL) was added followed by NaCN (52 mg, 1.07 mmol). The mixture was stirred for 9 days at room temperature. The reaction mixture was diluted with 30 ml of ethyl acetate and washed with 10 ml water. The aqueous layer was washed with 30 ml ethyl acetate. The combined extracts were washed with brine, dried (Na2SO4), and concentrated. The crude product was purified by flash column chromato... The product is CS(=O)(=O)N1C=CC2=CC=C(C=C12)CC#N (N-methanesulfonyl-6-cyanomethylindole). Reactants: O (Water), CS(=O)(=O)N1C=CC2=CC=C(C=C12)CBr (N-methanesulfonyl-6-bromomethylindole), [C-]#N.[Na+] (NaCN). Isolated yield 95.1%. Reactants: NC1=C(C#N)C=C(C=C1)Cl (2-amino-5-chloro-benzonitrile), C(C)(C)C=1C=C(C=CC1)[Mg]Br (3-isopropyl phenyl magnesium bromide), C(C)OCC (diethyl ether), solution, C(C)OCC (diethyl ether). Run at temperature 5 celsius, time 1 hour. Product: NC1=C(C=C(C=C1)Cl)C(=O)C1=CC(=CC=C1)C(C)C ((2-amino-5-chloro-phenyl)-(3-isopropyl-phenyl)-methanone). Yield: 61.0%. RXN SMILES: [NH2:1][C:2]1[CH:9]=[CH:8][C:7]([Cl:10])=[CH:6][C:3]=1[C:4]#N.[CH:11]([C:14]1[CH:15]=[C:16]([Mg]Br)[CH:17]=[CH:18][CH:19]=1)([CH3:13])[CH3:12].C([O:24]CC)C>>[NH2:1][C:2]1[CH:9]=[CH:8][C:7]([Cl:10])=[CH:6][C:3]=1[C:4]([C:18]1[CH:17]=[CH:16][CH:15]=[C:14]([CH:11]([CH3:13])[CH3:12])[CH:19]=1)=[O:24]. Reported procedure: To a solution of 2-amino-5-chloro-benzonitrile (1 g, 6.55 mmol) in diethyl ether (20 ml) was added 3-isopropyl phenyl magnesium bromide (prepared freshly as a 1M solution in diethyl ether; 20 ml, 19.66 mmol) drop wise at 0° C., and the resulting reaction mixture was stirred for 1 h under reflux conditions followed by another 16 h at room temperature. The reaction mixture was cooled to 5° C., quenched with water followed by 2N aqueous HCl solution. The reaction mixture was then stirred at 45° C. ...